This data is from the Open Reaction Database (ORD), a public repository of structured organic reaction records. The task is: describe an organic reaction: reactants, conditions, products, and yield Starting materials: [H-].[H-].[H-].[H-].[Li+].[Al+3] (LiAlH4), solution, Cl.BrC1=CC2=C(NC(CNC2)=O)N=C1 (7-bromo-1,3,4,5-tetrahydro-pyrido[2,3-e][1,4]diazepin-2-one hydrochloride). The solvent is C1CCOC1 (THF), C1CCOC1 (THF). Reaction conditions: time 30 minute. Product: BrC1=CC2=C(NCCNC2)N=C1 (7-Bromo-2,3,4,5-tetrahydro-1H-pyrido[2,3-e][1,4]diazepine). The yield is 44.3%. RXN SMILES: Cl.[Br:2][C:3]1[CH:14]=[N:13][C:6]2[NH:7][C:8](=O)[CH2:9][NH:10][CH2:11][C:5]=2[CH:4]=1.[H-].[H-].[H-].[H-].[Li+].[Al+3]>C1COCC1>[Br:2][C:3]1[CH:14]=[N:13][C:6]2[NH:7][CH2:8][CH2:9][NH:10][CH2:11][C:5]=2[CH:4]=1 |f:0.1,2.3.4.5.6.7|. Procedure details: A suspension of 7-bromo-1,3,4,5-tetrahydro-pyrido[2,3-e][1,4]diazepin-2-one hydrochloride (1.16 g, 4.16 mmol) in THF (35 ml) was cooled in an ice bath and treated dropwise with LiAlH4 (8.4 mL of a 1.0 M solution in THF, 8.4 mmol). After stirring for 30 min, the ice bath was removed and the solution was allowed to warm to room temperature. After heating to reflux overnight, the mixture was cooled in an ice bath. The reaction was quenched sequentially with H2O (0.3 mL), 15% NaOH (0.3 mL) and H2O (... Reactants: Cl (hydrochloric acid), C1=CC=CC=2C3=CC=CC=C3C(C12)COC(NC1=CC=C(C=C1)SC1=C(C=C(C=C1)C(NC=1SC(=NN1)C(F)(F)F)=O)NC=1C2=C(N=CN1)N=C(C=C2)C(C)C)=O ({4-[2-(7-Isopropyl-pyrido[2,3-d]pyrimidin-4-ylamino)-4-(5-trifluoromethyl-[1,3,4]thiadiazol-2-ylcarbamoyl)-phenylsulfanyl]-phenyl}-carbamic acid 9H-fluoren-9-ylmethyl ester), O.[OH-].[Li+] (lithium hydroxide monohydrate). Solvent: C(C)(=O)OCC (ethyl acetate), O (water), O1CCOCC1 (1,4-dioxane), O (water). Product: NC1=CC=C(C=C1)SC1=C(C=C(C(=O)NC=2SC(=NN2)C(F)(F)F)C=C1)NC=1C2=C(N=CN1)N=C(C=C2)C(C)C (4-(4-Amino-phenylsulfanyl)-3-(7-isopropyl-pyrido[2,3-d]pyrimidin-4-ylamino)-N-(5-trifluoromethyl-[1,3,4]thiadiazol-2-yl)-benzamide). Isolated yield 69.1%. Reaction SMILES: C1C2C(COC(=O)[NH:17][C:18]3[CH:23]=[CH:22][C:21]([S:24][C:25]4[CH:30]=[CH:29][C:28]([C:31](=[O:42])[NH:32][C:33]5[S:34][C:35]([C:38]([F:41])([F:40])[F:39])=[N:36][N:37]=5)=[CH:27][C:26]=4[NH:43][C:44]4[C:45]5[CH:53]=[CH:52][C:51]([CH:54]([CH3:56])[CH3:55])=[N:50][C:46]=5[N:47]=[CH:48][N:49]=4)=[CH:20][CH:19]=3)C3C(=CC=CC=3)C=2C=CC=1.O.[OH-].[Li+].Cl>O1CCOCC1.O.C(OCC)(=O)C>[NH2:17][C:18]1[CH:19]=[CH:20][C:21]([S:24][C:25]2[CH:30]=[CH:29][C:28]([C:31]([NH:32][C:33]3[S:34][C:35]([C:38]([F:41])([F:40])[F:39])=[N:36][N:37]=3)=[O:42])=[CH:27][C:26]=2[NH:43][C:44]2[C:45]3[CH:53]=[CH:52][C:51]([CH:54]([CH3:56])[CH3:55])=[N:50][C:46]=3[N:47]=[CH:48][N:49]=2)=[CH:22][CH:23]=1 |f:1.2.3|. Reported procedure: A solution of the product of Example 154C (114 mg, 0.1416 mmol) in 1,4-dioxane (4 mL) was treated with a solution of lithium hydroxide monohydrate (11.9 mg, 0.2833 mmol) in water (2 mL) at ambient temperature, then heated at 65° for 30 minutes. The reaction was cooled to room temperature, diluted with ethyl acetate (100 mL) and water (50 mL), adjusted the aqueous pH to 5-6 with 1N aqueous hydrochloric acid, and separated the layers. The organic phase was washed with water (2×25 mL) and brine (25...